This data is from the Open Reaction Database (ORD), a public repository of structured organic reaction records. The task is: describe an organic reaction: reactants, conditions, products, and yield Reactants: Cc1c(CCC(=O)O)c[nH]c1C=O, C1CCNCC1, COc1ccccc1-c1ccc2c(c1)NC(=O)C2, CCO. The product is COc1ccccc1-c1ccc2c(c1)NC(=O)C2=Cc1[nH]cc(CCC(=O)O)c1C. Reaction SMILES: [C:1](=[O:2])([OH:3])[CH2:4][CH2:5][c:6]1[c:7]([CH3:13])[c:8]([CH:11]=[O:12])[nH:9][cH:10]1.[CH2:32]1[CH2:33][CH2:34][NH:35][CH2:36][CH2:37]1.[CH3:14][O:15][c:16]1[c:17](-[c:22]2[cH:23][cH:24][c:25]3[c:29]([cH:30]2)[NH:28][C:27](=[O:31])[CH2:26]3)[cH:18][cH:19][cH:20][cH:21]1.[CH3:38][CH2:39][OH:40]>>[C:1](=[O:2])([OH:3])[CH2:4][CH2:5][c:6]1[c:7]([CH3:13])[c:8]([CH:11]=[C:26]2[c:25]3[cH:24][cH:23][c:22](-[c:17]4[c:16]([O:15][CH3:14])[cH:21][cH:20][cH:19][cH:18]4)[cH:30][c:29]3[NH:28][C:27]2=[O:31])[nH:9][cH:10]1. Starting materials: CC(=O)OC1CCC2(C)C(CCC3C2CCC2(C)C(N)C(O)CC32)C1, CCO, [Na+], [OH-]. The product is CC12CCC(O)CC1CCC1C2CCC2(C)C(N)C(O)CC12. RXN SMILES: [C:1](=[O:2])([CH3:3])[O:4][CH:5]1[CH2:6][CH:7]2[CH2:8][CH2:9][CH:10]3[CH:11]4[CH2:12][CH:13]([OH:25])[CH:14]([NH2:24])[C:15]4([CH3:16])[CH2:17][CH2:18][CH:19]3[C:20]2([CH3:23])[CH2:21][CH2:22]1.[CH3:28][CH2:29][OH:30].[Na+:27].[OH-:26]>>[OH:4][CH:5]1[CH2:6][CH:7]2[CH2:8][CH2:9][CH:10]3[CH:11]4[CH2:12][CH:13]([OH:25])[CH:14]([NH2:24])[C:15]4([CH3:16])[CH2:17][CH2:18][CH:19]3[C:20]2([CH3:23])[CH2:21][CH2:22]1. The reactants are CCCc1cc2cc(OC)ccc2c(OCOC)c1-c1ccccc1, Cl, C1COCCO1. Product: CCCc1cc2cc(OC)ccc2c(O)c1-c1ccccc1. RXN SMILES: [CH3:1][O:2][c:3]1[cH:4][c:5]2[cH:6][c:7]([CH2:23][CH2:24][CH3:25])[c:8](-[c:17]3[cH:18][cH:19][cH:20][cH:21][cH:22]3)[c:9]([O:13][CH2:14][O:15][CH3:16])[c:10]2[cH:11][cH:12]1.[ClH:26].[O:27]1[CH2:28][CH2:29][O:30][CH2:31][CH2:32]1>>[CH3:1][O:2][c:3]1[cH:4][c:5]2[cH:6][c:7]([CH2:23][CH2:24][CH3:25])[c:8](-[c:17]3[cH:18][cH:19][cH:20][cH:21][cH:22]3)[c:9]([OH:13])[c:10]2[cH:11][cH:12]1. Reactants: BrC=1C=C(C2=CC=CC=C2C1)C(=O)O (3-bromonaphthalene-1-carboxylic acid), C(=O)(N1C=NC=C1)N1C=NC=C1 (1,1′-carbonyldiimidazole), O.N (ammonia water). The solvent is O1CCCC1 (tetrahydrofuran). Reaction conditions: time 2 hour. Yields the product BrC=1C=C(C2=CC=CC=C2C1)C(=O)N (3-bromonaphthalene-1-carboxylic amide). The yield is 93.7%. RXN SMILES: [Br:1][C:2]1[CH:3]=[C:4]([C:12]([OH:14])=O)[C:5]2[C:10]([CH:11]=1)=[CH:9][CH:8]=[CH:7][CH:6]=2.C(N1C=CN=C1)([N:17]1C=CN=C1)=O.O.N>O1CCCC1>[Br:1][C:2]1[CH:3]=[C:4]([C:12]([NH2:17])=[O:14])[C:5]2[C:10]([CH:11]=1)=[CH:9][CH:8]=[CH:7][CH:6]=2 |f:2.3|. Procedure: To a solution of 3-bromonaphthalene-1-carboxylic acid (0.30 g) in tetrahydrofuran (3 mL) was added 1,1′-carbonyldiimidazole (0.29 g) under ice-cooling, and the mixture was stirred at room temperature for 2 hours. To this reaction mixture was added ammonia water (1.0 mL, 28% aqueous solution), and the mixture was stirred at room temperature for 4 hours. The reaction mixture was concentrated under reduced pressure. To the residue was added water, and the mixture was stirred at room temperature for...